Dataset: the Open Reaction Database (ORD), a public repository of structured organic reaction records. Task: describe an organic reaction: reactants, conditions, products, and yield Reactants: C1(=CC=CC=C1)C(N1NC(C1C1=CC=CC=C1)=O)C1=CC=CC=C1 (1-(diphenylmethyl)-4-phenyl-1,2-diazetidin-3-one), ClC1=CC=C(C=C1)S(=O)(=O)N=C=O (p-chlorophenylsulfonylisocyanate). Product: ClC1=CC=C(C=C1)S(=O)(=O)NC(=O)N1N(C(C1=O)C1=CC=CC=C1)C(C1=CC=CC=C1)C1=CC=CC=C1 (N-[(4-Chlorophenyl)sulfonyl]-1-(diphenylmethyl)-3-oxo-4-phenyl-1,2-diazetidine-2-carboxamide). The yield is 53.0%. As a reaction SMILES: [C:1]1([CH:7]([C:19]2[CH:24]=[CH:23][CH:22]=[CH:21][CH:20]=2)[N:8]2[CH:11]([C:12]3[CH:17]=[CH:16][CH:15]=[CH:14][CH:13]=3)[C:10](=[O:18])[NH:9]2)[CH:6]=[CH:5][CH:4]=[CH:3][CH:2]=1.[Cl:25][C:26]1[CH:31]=[CH:30][C:29]([S:32]([N:35]=[C:36]=[O:37])(=[O:34])=[O:33])=[CH:28][CH:27]=1>>[Cl:25][C:26]1[CH:27]=[CH:28][C:29]([S:32]([NH:35][C:36]([N:9]2[C:10](=[O:18])[CH:11]([C:12]3[CH:17]=[CH:16][CH:15]=[CH:14][CH:13]=3)[N:8]2[CH:7]([C:1]2[CH:6]=[CH:5][CH:4]=[CH:3][CH:2]=2)[C:19]2[CH:20]=[CH:21][CH:22]=[CH:23][CH:24]=2)=[O:37])(=[O:33])=[O:34])=[CH:30][CH:31]=1. Procedure details: Following the procedure of Example 2 and using 1-(diphenylmethyl)-4-phenyl-1,2-diazetidin-3-one (prepared according to Example 1C.) and p-chlorophenylsulfonylisocyanate there is obtained 890 mg (53%) of the title compound having a melting point of 162°-163° C. Starting materials: Cl.ClC1=CC=C(C=C1)NN (4-Chlorophenylhydrazine hydrochloride), Cl.CN1CCC(CC1)=O (N-methyl-4-piperidone hydrochloride), BrCCN1CCOCC1 (4-(2-bromoethyl)morpholine), C(C)C1=C(N(CC)CC)C=CC=C1 (triethyl aniline). The solvent is C(C)O (ethanol). Product: ClC1N(CCC=2N(C=3C=CC=CC3C21)CCN2CCOCC2)C (chloro-2,3,4,5-tetrahydro-2-methyl-5-(2-morpholinoethyl)-1H-pyrido[4,3-b]indole). RXN SMILES: [ClH:1].Cl[C:3]1[CH:8]=[CH:7][C:6]([NH:9]N)=[CH:5][CH:4]=1.Br[CH2:12][CH2:13][N:14]1[CH2:19][CH2:18][O:17][CH2:16][CH2:15]1.C(C1[CH:32]=[CH:31][CH:30]=[CH:29][C:23]=1[N:24]([CH2:27]C)CC)C.Cl.CN1CCC(=O)CC1>C(O)C>[Cl:1][CH:23]1[C:29]2[C:7]3[CH:8]=[CH:3][CH:4]=[CH:5][C:6]=3[N:9]([CH2:12][CH2:13][N:14]3[CH2:19][CH2:18][O:17][CH2:16][CH2:15]3)[C:30]=2[CH2:31][CH2:32][N:24]1[CH3:27] |f:0.1,4.5|. Reported procedure: Preparation of the title compound was carried out according to General Method 8. 4-Chlorophenylhydrazine hydrochloride (2 g, 11 mmol), 4-(2-bromoethyl)morpholine (2.1 g, 11 mmol), triethyl aniline (4.6 ml, 33 mmol) and N-methyl-4-piperidone hydrochloride (1.6 g, 11 mmol) were combined in ethanol (20 ml) to obtain 180 mg of -chloro-2,3,4,5-tetrahydro-2-methyl-5-(2-morpholinoethyl)-1H-pyrido[4,3-b]indole after purification on silica gel (230-400 mesh) chromatography eluting with acetone-hexane gra... Starting materials: C(C1=CC=CC=C1)(=O)Cl (Benzoyl chloride), Cl.C(C)OC(C(CC1=CC(=NO1)C1NCCC1)NC(=O)OCC=C)=O (2-allyloxycarbonylamino-3-(3-pyrrolidin-2-yl-isoxazol-5-yl)-propionic acid ethyl ester hydrochloride), N1=CC=CC=C1 (pyridine). Run at time 4 hour. Product: C(C=C)OC(=O)NC(C(=O)O)CC1=CC(=NO1)C1N(CCC1)C(C1=CC=CC=C1)=O (2-Allyloxycarbonylamino-3-[3-(1-benzoyl-pyrrolidin-2-yl)-isoxazol-5-yl]-propionic acid). Yield: 88.7%. Procedure details: Benzoyl chloride (21 μl, 0.18 mmol, 1.0 equivalents) was added in one portion to a solution of 2-allyloxycarbonylamino-3-(3-pyrrolidin-2-yl-isoxazol-5-yl)-propionic acid ethyl ester hydrochloride (1C) (74 mg, 0.20 mmol, 1.1 equivalents) in pyridine (29 μl, 0.36 mmol, 2.0 equivalents) and dichloromethane (2 mL) at 0° C. The reaction was stirred at room temperature for 4 hours then diluted with ethyl acetate (30 mL). The reaction was extracted with 1N hydrochloric acid (30 mL) and brine (30 mL). T... Reaction SMILES: [C:1](Cl)(=[O:8])[C:2]1[CH:7]=[CH:6][CH:5]=[CH:4][CH:3]=1.Cl.C([O:13][C:14](=[O:34])[CH:15]([NH:27][C:28]([O:30][CH2:31][CH:32]=[CH2:33])=[O:29])[CH2:16][C:17]1[O:21][N:20]=[C:19]([CH:22]2[CH2:26][CH2:25][CH2:24][NH:23]2)[CH:18]=1)C.N1C=CC=CC=1>ClCCl.C(OCC)(=O)C>[CH2:31]([O:30][C:28]([NH:27][CH:15]([CH2:16][C:17]1[O:21][N:20]=[C:19]([CH:22]2[CH2:26][CH2:25][CH2:24][N:23]2[C:1](=[O:8])[C:2]2[CH:7]=[CH:6][CH:5]=[CH:4][CH:3]=2)[CH:18]=1)[C:14]([OH:34])=[O:13])=[O:29])[CH:32]=[CH2:33] |f:1.2|. Solvent: ClCCl (dichloromethane), C(C)(=O)OCC (ethyl acetate). The reactants are O1C(=NC2=C1C=CC=C2)NCCOC2=CC=C(C=O)C=C2 (4-[2-(N-(2-benzoxazolyl)amino)ethoxy]benzaldehyde), S1C(NC(C1)=O)=O (2,4-thiazolidinedione). The product is O1C(=NC2=C1C=CC=C2)NCCOC2=CC=C(C=C1C(NC(S1)=O)=O)C=C2 (5-(4-[2-(N-(2-Benzoxazolyl)amino)ethoxy]-benzylidene)-2,4-thiazolidinedione). Reaction SMILES: [O:1]1[C:5]2[CH:6]=[CH:7][CH:8]=[CH:9][C:4]=2[N:3]=[C:2]1[NH:10][CH2:11][CH2:12][O:13][C:14]1[CH:21]=[CH:20][C:17]([CH:18]=O)=[CH:16][CH:15]=1.[S:22]1[CH2:26][C:25](=[O:27])[NH:24][C:23]1=[O:28]>>[O:1]1[C:5]2[CH:6]=[CH:7][CH:8]=[CH:9][C:4]=2[N:3]=[C:2]1[NH:10][CH2:11][CH2:12][O:13][C:14]1[CH:21]=[CH:20][C:17]([CH:18]=[C:26]2[S:22][C:23](=[O:28])[NH:24][C:25]2=[O:27])=[CH:16][CH:15]=1. Procedure: The title compound (m.p. 242°-5° C.) was prepared from 4-[2-(N-(2-benzoxazolyl)amino)ethoxy]benzaldehyde (5.18 g) and 2,4-thiazolidinedione (2.36 g) by a similar procedure to that described in Example 4. The reactants are ClC1=CC=C(C(=O)C(C(=O)O)C)C=C1 (4-chlorobenzoylpropionic acid), C(C)(=O)[O-].[Na+] (sodium acetate), Cl.C(C)(C)(C)NN (t-butylhydrazine hydrochloride). Run in C(CCC)O (n-butanol). Yields the product ClC1=CC=C(C=C1)C=1CCC(N(N1)C(C)(C)C)=O (6-(4-chlorophenyl)-4,5-dihydro-2-t-butylpyridazinone). Yield: 34.4%. RXN SMILES: [Cl:1][C:2]1[CH:14]=[CH:13][C:5]([C:6]([CH:8]([CH3:12])C(O)=O)=O)=[CH:4][CH:3]=1.[C:15]([O-:18])(=O)C.[Na+].Cl.[C:21]([NH:25][NH2:26])([CH3:24])([CH3:23])[CH3:22]>C(O)CCC>[Cl:1][C:2]1[CH:3]=[CH:4][C:5]([C:6]2[CH2:8][CH2:12][C:15](=[O:18])[N:25]([C:21]([CH3:24])([CH3:23])[CH3:22])[N:26]=2)=[CH:13][CH:14]=1 |f:1.2,3.4|. Procedure: To a solution of 4-chlorobenzoylpropionic acid (4.24 g) in n-butanol (150 ml) was added anhydrous sodium acetate (1.54 g) and t-butylhydrazine hydrochloride (2.75 g) portionwise at room temperature. The resulting mixture was refluxed for 9 hours distilling off 65 ml of n-butanol during that time. The resulting mixture was cooled and poured into water (500 ml) and extracted with methylene chloride (3×150 ml). The combined organic layers were washed with 2% aqueous sodium hydroxide (3×100 ml), wat... The reactants are [BH4-], CCOCC, [Cl-], [Cl-], Cl, CCOC(=O)C(Cc1cccc(OCC(F)(F)F)c1)C(=O)c1ccc(F)cc1, [Na+], [Zn+2]. Product: CCOC(=O)C(Cc1cccc(OCC(F)(F)F)c1)C(O)c1ccc(F)cc1. RXN SMILES: [BH4-:1].[CH3:32][CH2:33][O:34][CH2:35][CH3:36].[Cl-:37].[Cl-:39].[ClH:31].[F:3][c:4]1[cH:5][cH:6][c:7]([C:10]([CH:11]([C:12](=[O:13])[O:14][CH2:15][CH3:16])[CH2:17][c:18]2[cH:19][c:20]([O:24][CH2:25][C:26]([F:27])([F:28])[F:29])[cH:21][cH:22][cH:23]2)=[O:30])[cH:8][cH:9]1.[Na+:2].[Zn+2:38]>>[F:3][c:4]1[cH:5][cH:6][c:7]([CH:10]([CH:11]([C:12](=[O:13])[O:14][CH2:15][CH3:16])[CH2:17][c:18]2[cH:19][c:20]([O:24][CH2:25][C:26]([F:27])([F:28])[F:29])[cH:21][cH:22][cH:23]2)[OH:30])[cH:8][cH:9]1.